This data is from the Open Reaction Database (ORD), a public repository of structured organic reaction records. The task is: describe an organic reaction: reactants, conditions, products, and yield The reactants are C1CCOC1, C=C(c1cc(Cl)c(Cl)c(Cl)c1)C(F)(F)F, CCOC(=O)c1ccc(C=NO)c2cccn12. Yields the product CCOC(=O)c1ccc(C2=NOC(c3cc(Cl)c(Cl)c(Cl)c3)(C(F)(F)F)C2)c2cccn12. RXN SMILES: [CH2:33]1[O:34][CH2:35][CH2:36][CH2:37]1.[Cl:18][c:19]1[c:20]([Cl:32])[c:21]([Cl:31])[cH:22][c:23]([C:25](=[CH2:26])[C:27]([F:28])([F:29])[F:30])[cH:24]1.[OH:1][N:2]=[CH:3][c:4]1[cH:5][cH:6][c:7]([C:13](=[O:14])[O:15][CH2:16][CH3:17])[n:8]2[cH:9][cH:10][cH:11][c:12]12>>[O:1]1[N:2]=[C:3]([c:4]2[cH:5][cH:6][c:7]([C:13](=[O:14])[O:15][CH2:16][CH3:17])[n:8]3[cH:9][cH:10][cH:11][c:12]23)[CH2:26][C:25]1([c:23]1[cH:22][c:21]([Cl:31])[c:20]([Cl:32])[c:19]([Cl:18])[cH:24]1)[C:27]([F:28])([F:29])[F:30]. The reactants are CS(=O)(=O)OCCC1=CC=C(C=C1)NC1=NC=2C3=C([C@H](CC2C=N1)C1=CC(=C(C=C1)Cl)Cl)C=CC=C3 ((R)-4-(6-(3,4-dichlorophenyl)-5,6-dihydrobenzo[h]quinazolin-2-ylamino)phenethyl methanesulfonate), N1CCOCC1 (morpholine). The product is ClC=1C=C(C=CC1Cl)[C@H]1CC=2C=NC(=NC2C2=C1C=CC=C2)NC2=CC=C(C=C2)CCN2CCOCC2 ((R)-6-(3,4-dichlorophenyl)-N-(4-(2-morpholinoethyl)phenyl)-5,6-dihydrobenzo[h]quinazolin-2-amine). Isolated yield 45.0%. RXN SMILES: CS(O[CH2:6][CH2:7][C:8]1[CH:13]=[CH:12][C:11]([NH:14][C:15]2[N:24]=[CH:23][C:22]3[CH2:21][C@H:20]([C:25]4[CH:30]=[CH:29][C:28]([Cl:31])=[C:27]([Cl:32])[CH:26]=4)[C:19]4[CH:33]=[CH:34][CH:35]=[CH:36][C:18]=4[C:17]=3[N:16]=2)=[CH:10][CH:9]=1)(=O)=O.[NH:37]1[CH2:42][CH2:41][O:40][CH2:39][CH2:38]1>>[Cl:32][C:27]1[CH:26]=[C:25]([C@@H:20]2[C:19]3[CH:33]=[CH:34][CH:35]=[CH:36][C:18]=3[C:17]3[N:16]=[C:15]([NH:14][C:11]4[CH:10]=[CH:9][C:8]([CH2:7][CH2:6][N:37]5[CH2:42][CH2:41][O:40][CH2:39][CH2:38]5)=[CH:13][CH:12]=4)[N:24]=[CH:23][C:22]=3[CH2:21]2)[CH:30]=[CH:29][C:28]=1[Cl:31]. Procedure: This product was synthesized as described in general procedure 2 except (R)-4-(6-(3,4-dichlorophenyl)-5,6-dihydrobenzo[h]quinazolin-2-ylamino)phenethyl methanesulfonate was used instead of 4-(6-(3-bromophenyl)-5,6-dihydrobenzo[h]quinazolin-2-ylamino)phenethyl methanesulfonate and morpholine was used instead of piperidine to afford the title compound in 45% yield. M.p.=166-167° C. 1H NMR 400 MHz (CDCl3) δ 8.41 (dd, J=1.6 Hz, 7.6 Hz, 1H), 8.18 (s, 1H), 7.65-7.61 (m, 2H), 7.49-7.39 (m, 2H), 7.32 (d... Starting materials: BrC=1C(N(C(=CC1OCC1=C(C=C(C=C1)F)CNC(=O)OCC)C)C=1C=C(C(=O)O)C=CC1C)=O (3-[3-bromo-4-[(2-{[(ethoxycarbonyl)amino]methyl}-4-fluorobenzyl)oxy]-6-methyl-2-oxopyridin-1(2H)-yl]-4-methylbenzoic acid), CN1CCOCC1 (4-methylmorpholine), ClC(=O)OCC(C)C (isobutyl chloroformate). Solvent: CN(C)C=O (DMF). Reaction conditions: time 30 minute. Yields the product BrC=1C(N(C(=CC1OCC1=C(CNC(OCC)=O)C=C(C=C1)F)C)C1=C(C=CC(=C1)C(=O)NCCO)C)=O (Ethyl 2-({[3-bromo-1-(5-{[(2-hydroxyethyl)amino]carbonyl}-2-methylphenyl)-6-methyl-2-oxo-1,2-dihydropyridin-4-yl]oxy}methyl)-5-fluorobenzylcarbamate). RXN SMILES: [Br:1][C:2]1[C:3](=[O:35])[N:4]([C:25]2[CH:26]=[C:27]([CH:31]=[CH:32][C:33]=2[CH3:34])[C:28](O)=[O:29])[C:5]([CH3:24])=[CH:6][C:7]=1[O:8][CH2:9][C:10]1[CH:15]=[CH:14][C:13]([F:16])=[CH:12][C:11]=1[CH2:17][NH:18][C:19]([O:21][CH2:22][CH3:23])=[O:20].C[N:37]1CC[O:40][CH2:39][CH2:38]1.ClC(OCC(C)C)=O>CN(C=O)C>[Br:1][C:2]1[C:3](=[O:35])[N:4]([C:25]2[CH:26]=[C:27]([C:28]([NH:37][CH2:38][CH2:39][OH:40])=[O:29])[CH:31]=[CH:32][C:33]=2[CH3:34])[C:5]([CH3:24])=[CH:6][C:7]=1[O:8][CH2:9][C:10]1[CH:15]=[CH:14][C:13]([F:16])=[CH:12][C:11]=1[CH2:17][NH:18][C:19](=[O:20])[O:21][CH2:22][CH3:23]. Procedure: To a cooled (−10° C.) solution of 3-[3-bromo-4-[(2-{[(ethoxycarbonyl)amino]methyl}-4-fluorobenzyl)oxy]-6-methyl-2-oxopyridin-1(2H)-yl]-4-methylbenzoic acid (0.25 g, 0.46 mmol) and 4-methylmorpholine (0.06 mL, 0.55 mmol) in DMF was added isobutyl chloroformate (0.07 mL, 0.55 mmol). The colorless solution gradually turned dark brown. After 30 min, ethaolamine (0.04 mL, 0.69 mmol) was added and the solution warmed to RT. After 1 h, solvent was removed and the crude product was purified by preparato... Starting materials: CC(CC=O)C (3-methylbutanal), BrC1=C(C2=C(N(C(N(C2=O)CCCOC2OCCCC2)=O)C)N=C1)C(O)C1=CC=C(C=C1)Cl (6-bromo-5-((4-chlorophenyl)(hydroxy)methyl)-1-methyl-3-(3-((tetrahydro-2H-pyran-2-yl)oxy)propyl)pyrido[2,3-d]pyrimidine-2,4(1H,3H)-dione), BrC1=C(C2=C(N(C(N(C2=O)CCCOC2OCCCC2)=O)C)N=C1)C(O)C1=CC=C(C=C1)Cl (6-bromo-5-((4-chlorophenyl)(hydroxy)methyl)-1-methyl-3-(3-((tetrahydro-2H-pyran-2-yl)oxy)propyl)pyrido[2,3-d]pyrimidine-2,4(1H,3H)-dione), [Li+].CC(C)[N-]C(C)C (LDA). The solvent is C(Cl)Cl (DCM), O (water), C1CCOC1 (THF), C1CCOC1 (THF). Conditions: temperature -78 celsius, time 1 hour. The product is BrC1=C(C2=C(N(C(N(C2=O)CCCOC2OCCCC2)=O)C)N=C1)C(CC(C)C)O (6-bromo-5-(1-hydroxy-3-methylbutyl)-1-methyl-3-(3-((tetrahydro-2H-pyran-2-yl)oxy)propyl)pyrido[2,3-d]pyrimidine-2,4(1H,3H)-dione). Yield: 17.8%. Reaction SMILES: [Br:1][C:2]1[CH:24]=[N:23][C:5]2[N:6]([CH3:22])[C:7](=[O:21])[N:8]([CH2:11][CH2:12][CH2:13][O:14][CH:15]3[CH2:20][CH2:19][CH2:18][CH2:17][O:16]3)[C:9](=[O:10])[C:4]=2[C:3]=1[CH:25]([C:27]1[CH:32]=[CH:31]C(Cl)=CC=1)[OH:26].[Li+].[CH3:35]C([N-]C(C)C)C.CC(C)CC=O>C1COCC1.C(Cl)Cl.O>[Br:1][C:2]1[CH:24]=[N:23][C:5]2[N:6]([CH3:22])[C:7](=[O:21])[N:8]([CH2:11][CH2:12][CH2:13][O:14][CH:15]3[CH2:20][CH2:19][CH2:18][CH2:17][O:16]3)[C:9](=[O:10])[C:4]=2[C:3]=1[CH:25]([OH:26])[CH2:27][CH:32]([CH3:35])[CH3:31] |f:1.2|. Procedure: To a solution of 6-bromo-1-methyl-3-(3-((tetrahydro-2H-pyran-2-yl)oxy)propyl)pyrido[2,3-d]pyrimidine-2,4(1H,3H)-dione (See Compound 20, step 4, 300 mg, 0.753 mmol) in THF (10 mL) at −78° C. was added LDA (1.8M in THF, 2.1 mL, 3.765 mmol) dropwise. The reaction was stirred at −78° C. for 1 h then 3-methylbutanal (129.8 mg, 1.506 mmol) in THF (2 mL) was added. The reaction was stirred at −78° C. for 30 min then diluted with DCM (10 mL) and water (10 mL). The organic layer was dried over Na2SO4, an...